Task: describe an organic reaction: reactants, conditions, products, and yield. Dataset: the Open Reaction Database (ORD), a public repository of structured organic reaction records The reactants are BrC(C(=O)OCC)(C)C (Ethyl 2-bromoisobutyrate), C(C)S (ethanethiol), [OH-].[K+] (potassium hydroxide). Run in C(C)O (ethyl alcohol). The product is C(C)OC(C(C)(C)SCC)=O (2-Ethylthio-2-methyl-propionic acid ethyl ester). Reaction SMILES: Br[C:2]([CH3:9])([CH3:8])[C:3]([O:5][CH2:6][CH3:7])=[O:4].[CH2:10]([SH:12])[CH3:11].[OH-].[K+]>C(O)C>[CH2:6]([O:5][C:3](=[O:4])[C:2]([S:12][CH2:10][CH3:11])([CH3:9])[CH3:8])[CH3:7] |f:2.3|. Procedure: Ethyl 2-bromoisobutyrate (28.6, 0.146 mole), ethanethiol (100 g, 0.161 mole), potassium hydroxide (10.3 g, 0.161 mole), ethyl alcohol. Stirred reaction mixture for two hours at room temperature prior to quenching. Crude yield: 117%; after kugelrohr: 77.8%. Starting materials: [H-].[Na+] (sodium hydride), P(OCCCCC)(OCCCCC)[O-] (di n-pentyl phosphite), ditosylate, C1(=CC=CC=C1)CCCC(CO)CO (2-(3-phenylpropyl)-1,3-propanediol). Solvent: O1CCCC1 (tetrahydrofuran), O1CCOCC1 (dioxane). Reaction conditions: temperature 80 celsius. The product is P(OCCCCC)(OCCCCC)[O-].[Na+] (sodium dipentyl phosphite), tetrapentyl 2-(3-phenylpropyl)-1,3-propylidenediphosphonate. The yield is 79.0%. RXN SMILES: [P:1]([O-:14])([O:8][CH2:9][CH2:10][CH2:11][CH2:12][CH3:13])[O:2][CH2:3][CH2:4][CH2:5][CH2:6][CH3:7].[H-].[Na+:16].C1(CCCC(CO)CO)C=CC=CC=1>O1CCCC1.O1CCOCC1>[P:1]([O-:14])([O:8][CH2:9][CH2:10][CH2:11][CH2:12][CH3:13])[O:2][CH2:3][CH2:4][CH2:5][CH2:6][CH3:7].[Na+:16] |f:1.2,6.7|. Procedure details: A solution of sodium dipentyl phosphite was prepared by adding 80 g (0.36 mol) di n-pentyl phosphite to a suspension of 8.6 g (0.29 mol) 80% sodium hydride in 150 ml tetrahydrofuran followed by heating the mixture at 60° until total consumption of sodium hydride. To this solution were added 40 g (0.08 mol) ditosylate of 2-(3-phenylpropyl)-1,3-propanediol dissolved in 150 ml dioxane and the resulting mixture was heated at 80° C. overnight. After work up of the reaction, ball-tube distillation aff... Reactants: Cc1ccc2c(c1)C(C)(C)CC(c1ccccc1N)N2, CS(=O)(=O)Cl, ClCCl, O, c1ccncc1. Product: Cc1ccc2c(c1)C(C)(C)CC(c1ccccc1NS(C)(=O)=O)N2. Reaction SMILES: [CH3:1][C:2]1([CH3:20])[CH2:3][CH:4]([c:13]2[c:14]([NH2:15])[cH:16][cH:17][cH:18][cH:19]2)[NH:5][c:6]2[cH:7][cH:8][c:9]([CH3:12])[cH:10][c:11]21.[CH3:27][S:28]([Cl:29])(=[O:30])=[O:31].[Cl:32][CH2:33][Cl:34].[OH2:35].[cH:21]1[cH:22][cH:23][n:24][cH:25][cH:26]1>>[CH3:1][C:2]1([CH3:20])[CH2:3][CH:4]([c:13]2[c:14]([NH:15][S:28]([CH3:27])(=[O:30])=[O:31])[cH:16][cH:17][cH:18][cH:19]2)[NH:5][c:6]2[cH:7][cH:8][c:9]([CH3:12])[cH:10][c:11]21. The reactants are CC(C)(C)C(C(=O)O)C(=O)NCc1cc(F)cc(F)c1, CN1C(=O)C(N)N=C(c2ccccc2)c2ccccc21. The product is CN1C(=O)C(NC(=O)C(C(=O)NCc2cc(F)cc(F)c2)C(C)(C)C)N=C(c2ccccc2)c2ccccc21. RXN SMILES: [F:21][c:22]1[cH:23][c:24]([CH2:25][NH:26][C:27]([CH:28]([C:29](=[O:30])[OH:31])[C:32]([CH3:33])([CH3:34])[CH3:35])=[O:36])[cH:37][c:38]([F:40])[cH:39]1.[NH2:1][CH:2]1[C:3](=[O:20])[N:4]([CH3:19])[c:5]2[c:6]([cH:15][cH:16][cH:17][cH:18]2)[C:7]([c:9]2[cH:10][cH:11][cH:12][cH:13][cH:14]2)=[N:8]1>>[NH:1]([CH:2]1[C:3](=[O:20])[N:4]([CH3:19])[c:5]2[c:6]([cH:15][cH:16][cH:17][cH:18]2)[C:7]([c:9]2[cH:10][cH:11][cH:12][cH:13][cH:14]2)=[N:8]1)[C:29]([CH:28]([C:27]([NH:26][CH2:25][c:24]1[cH:23][c:22]([F:21])[cH:39][c:38]([F:40])[cH:37]1)=[O:36])[C:32]([CH3:33])([CH3:34])[CH3:35])=[O:30]. Reactants: C1=CC2=C3C(=CC=C4C3=C1C5=C6C4=CC=C7C6=C(C=C5)C(=O)NC7=O)C(=O)NC2=O (perylenediimide), N-lauryl-β-iminodipropionic acid sodium salt, N-lauryl-β-iminodipropionic acid sodium salt, S(=O)(=O)(O)C(C(=O)OCCCCCCCC)CC(=O)OCCCCCCCC.[Na] (sodium dioctyl sulfosuccinate), aliphatic naphtha. The product is C1=CC=C2C=CC=C3C4=CC=CC5=CC=CC(C1=C23)=C45 (perylene). As a reaction SMILES: [CH:1]1[C:10]2[C:11]3[CH:20]=[CH:19][C:18]4C(NC(=O)[C:16]5[C:17]=4[C:12]=3[C:13](=[CH:14][CH:15]=5)[C:8]3[C:9]=2[C:4]2[C:5](C(NC(=O)[C:3]=2[CH:2]=1)=O)=[CH:6][CH:7]=3)=O.S(C(CC(OCCCCCCCC)=O)C(OCCCCCCCC)=O)(O)(=O)=O.[Na]>>[CH:14]1[C:13]2=[C:12]3[C:11]([C:10]4[C:9]5[C:4](=[CH:5][CH:6]=[CH:7][C:8]2=5)[CH:3]=[CH:2][CH:1]=4)=[CH:20][CH:19]=[CH:18][C:17]3=[CH:16][CH:15]=1 |f:1.2,^1:58|. Procedure details: Example 12 describes the conditioning of crude perylenediimide presscake (Pigment Violet 29) according to the invention. Comparison Example 13 was carried out by the same method as used for Example 12 except for omitting the N-lauryl-β-iminodipropionic acid sodium salt. Comparison Example 14 was carried out by the same method as used for Example 12 except for omitting the N-lauryl-β-iminodipropionic acid sodium salt and the mixture of sodium dioctyl sulfosuccinate and aliphatic naphtha during co... Reactants: COC=1C=CC2=C(NCCCC2)C1 (8-methoxy-2,3,4,5-tetrahydro-1H-benzo[b]azepine), COC=1C=CC2=C(NC(CC=C2C)=O)C1 (8-methoxy-5-methyl-1H-benzo[b]azepin-2(3H)-one). Product: COC=1C=CC2=C(NCCC=C2C)C1 (8-methoxy-5-methyl-2,3-dihydro-1H-benzo[b] azepine). RXN SMILES: COC1C=CC2CCCCNC=2C=1.[CH3:14][O:15][C:16]1[CH:17]=[CH:18][C:19]2[C:25]([CH3:26])=[CH:24][CH2:23][C:22](=O)[NH:21][C:20]=2[CH:28]=1>>[CH3:14][O:15][C:16]1[CH:17]=[CH:18][C:19]2[C:25]([CH3:26])=[CH:24][CH2:23][CH2:22][NH:21][C:20]=2[CH:28]=1. Reported procedure: The title compound was synthesized following the procedure for synthesizing 8-methoxy-2,3,4,5-tetrahydro-1H-benzo[b]azepine using 8-methoxy-5-methyl-1H-benzo[b]azepin-2(3H)-one (Aust. J. Chem. 1978, 31, 2031-2037) as starting material: 1H NMR (DMSO-d6) δ 7.28 (d, 1H), 6.46 (dd, 1H); 6.28 (d, 1H), 5.89 (t, 1H), 5.30 (s, 1H), 3.77 (s, 3H), 3.40 (t, 2H), 2.41 (q, 2H), 2.14 (d, 3H); MS expected 190 (C12H16NO, M+1), found 190. Reactants: C(C)OC(C1=CC(=CC=C1)N)=O (m-aminobenzoic acid ethyl ester), N(=O)[O-].[Na+] (NaNO2), O.O.Cl[Sn]Cl (SnCl2.2H2O). Run in Cl (HCl), Cl (HCl). Run at time 1 hour. Yields the product N(N)C=1C=C(C(=O)OCC)C=CC1 (ethyl 3-hydrazinobenzoate). Reaction SMILES: [CH2:1]([O:3][C:4](=[O:12])[C:5]1[CH:10]=[CH:9][CH:8]=[C:7]([NH2:11])[CH:6]=1)[CH3:2].[N:13]([O-])=O.[Na+].O.O.Cl[Sn]Cl>Cl>[NH:11]([C:7]1[CH:6]=[C:5]([CH:10]=[CH:9][CH:8]=1)[C:4]([O:3][CH2:1][CH3:2])=[O:12])[NH2:13] |f:1.2,3.4.5|. Reported procedure: To a solution of m-aminobenzoic acid ethyl ester (200 g, 1.21 mmol) in conc. HCl (200 mL) was added an aqueous solution (250 mL) of NaNO2 (102 g, 1.46 mmol) at 0° C. and the reaction mixture was stirred for 1 h. A solution of SnCl2.2H2O (662 g, 2.92 mmol) in conc. HCl (2 L) was then added at 0° C. The reaction solution was stirred for 2 h at RT. The precipitate was filtered and washed with ethanol and ether to yield ethyl 3-hydrazinobenzoate, which was used for the next reaction without further ...